Dataset: the Open Reaction Database (ORD), a public repository of structured organic reaction records. Task: describe an organic reaction: reactants, conditions, products, and yield Reactants: COC(=O)C=1N=C(C2=CC(=CC=C2C1O)OC1=CC=CC=C1)C=1C=NC=C(C1)F (1-(5-fluoro-pyridin-3-yl)-4-hydroxy-7-phenoxy-isoquinoline-3-carboxylic acid methyl ester), OC(=O)C(F)(F)F.NCC(C(=O)O)(C)C (3-amino-2,2-dimethyl-propionic acid TFA salt), C[O-].[Na+] (NaOMe). Solvent: CCO (EtOH). Conditions: temperature 150 celsius. The product is FC=1C=C(C=NC1)C1=NC(=C(C2=CC=C(C=C12)OC1=CC=CC=C1)O)C(=O)NCC(C(=O)O)(C)C (3-{[1-(5-Fluoro-pyridin-3-yl)-4-hydroxy-7-phenoxy-isoquinoline-3-carbonyl]amino}-2,2-dimethyl-propionic acid). Isolated yield 48.5%. RXN SMILES: CO[C:3]([C:5]1[N:6]=[C:7]([C:23]2[CH:24]=[N:25][CH:26]=[C:27]([F:29])[CH:28]=2)[C:8]2[C:13]([C:14]=1[OH:15])=[CH:12][CH:11]=[C:10]([O:16][C:17]1[CH:22]=[CH:21][CH:20]=[CH:19][CH:18]=1)[CH:9]=2)=[O:4].OC(C(F)(F)F)=O.[NH2:37][CH2:38][C:39]([CH3:44])([CH3:43])[C:40]([OH:42])=[O:41].C[O-].[Na+]>CCO>[F:29][C:27]1[CH:28]=[C:23]([C:7]2[C:8]3[C:13](=[CH:12][CH:11]=[C:10]([O:16][C:17]4[CH:22]=[CH:21][CH:20]=[CH:19][CH:18]=4)[CH:9]=3)[C:14]([OH:15])=[C:5]([C:3]([NH:37][CH2:38][C:39]([CH3:44])([CH3:43])[C:40]([OH:42])=[O:41])=[O:4])[N:6]=2)[CH:24]=[N:25][CH:26]=1 |f:1.2,3.4|. Reported procedure: A mixture of 1-(5-fluoro-pyridin-3-yl)-4-hydroxy-7-phenoxy-isoquinoline-3-carboxylic acid methyl ester (51 mg, 0.13 mmol), 3-amino-2,2-dimethyl-propionic acid TFA salt (121 mg, 0.52 mmol) and NaOMe (56 mg, 1.05 mmol) in EtOH (3 mL) was heated at 150° C. in a microwave reactor for 6 h. The solvent was evaporated, and the residue was partitioned between water (20 mL) and EtOAc (20 mL). 1 M HCl was added with vigorous stirring until pH was ˜3. The organic layer was dried over MgSO4 and concentrated... Yield: 91.9%. The product is C(C)C1(NC(OC1)=O)COS(=O)(=O)C1=CC=C(C)C=C1 ((±)-4-Ethyl-4-[(tosyloxy)methyl]-2-oxazolidinone). Reactants: solution, Cl (HCl), S(=O)(=O)(C1=CC=C(C)C=C1)Cl (Tosyl chloride), ice, C(C)C1(NC(OC1)=O)CO ((±)-4-Ethyl-4-(hydroxymethyl)-2-oxazolidinone). Run in [Cl-].[Na+].O (brine), N1=CC=CC=C1 (pyridine). Reported procedure: Tosyl chloride (142.2 g, Aldrich) was added to an ice-chilled solution of the product from step (a) (102.7 g) dissolved in pyridine (175 ml. Aldrich). The reaction mixture was stirred at ice bath temperature for six hours, then allowed to come to room temperature. The heterogeneous mixture was added to 1500 ml of a solution of brine and 1N HCl. stirred until solids appeared, filtered and washed with diethyl ether to give 194.6 g of a beige solid as the title product. 1H NMR consistent with the p... RXN SMILES: [S:1](Cl)([C:4]1[CH:10]=[CH:9][C:7]([CH3:8])=[CH:6][CH:5]=1)(=[O:3])=[O:2].[CH2:12]([C:14]1([CH2:20][OH:21])[CH2:18][O:17][C:16](=[O:19])[NH:15]1)[CH3:13].Cl>N1C=CC=CC=1.[Cl-].[Na+].O>[CH2:12]([C:14]1([CH2:20][O:21][S:1]([C:4]2[CH:10]=[CH:9][C:7]([CH3:8])=[CH:6][CH:5]=2)(=[O:3])=[O:2])[CH2:18][O:17][C:16](=[O:19])[NH:15]1)[CH3:13] |f:4.5.6|. Conditions: time 6 hour. Reactants: C(=O)(O)CCC1=C(OCCCC(=O)O)C=CC=C1CCCCCCOC=1C=C(C=C(C1)C(N(C)C)=O)C1=CC(=C(C=C1)F)F (4-{2-(2-carboxy-ethyl)-3-[6-(5-dimethylcarbamoyl-3′,4′-difluoro-biphenyl-3-yloxy)-hexyl]-phenoxy}-butyric acid), C(C)OC(CCCOC1=C(C(=CC=C1)CCCCCCOC1=CC(=CC(=C1)C(NCC1=C(C=CC=C1)OC(F)F)=O)C1=CC2=C(OCO2)C=C1)CCC(=O)OCC)=O (4-[3-{6-[3-benzo[1,3]dioxol-5-yl-5-(2-difluoromethoxy-benzylcarbamoyl)-phenoxy]-hexyl}-2-(2-ethoxycarbonyl-ethyl)-phenoxy]-butyric acid ethyl ester), [OH-].[Na+] (NaOH). Run in C1CCOC1 (THF), CCO (EtOH). Product: O1COC2=C1C=CC(=C2)C=2C=C(OCCCCCCC=1C(=C(OCCCC(=O)O)C=CC1)CCC(=O)O)C=C(C2)C(NCC2=C(C=CC=C2)OC(F)F)=O (4-[3-{6-[3-benzo[1,3]dioxol-5-yl-5-(2-difluoromethoxy-benzyl carbamoyl)-phenoxy]-hexyl}-2-(2-carboxy-ethyl)-phenoxy]-butyric acid). The yield is 86.9%. RXN SMILES: C(CCC1C(CCCCCCOC2C=C(C3C=CC(F)=C(F)C=3)C=C(C(=O)N(C)C)C=2)=CC=CC=1OCCCC(O)=O)(O)=O.C([O:47][C:48](=[O:102])[CH2:49][CH2:50][CH2:51][O:52][C:53]1[CH:58]=[CH:57][CH:56]=[C:55]([CH2:59][CH2:60][CH2:61][CH2:62][CH2:63][CH2:64][O:65][C:66]2[CH:71]=[C:70]([C:72](=[O:85])[NH:73][CH2:74][C:75]3[CH:80]=[CH:79][CH:78]=[CH:77][C:76]=3[O:81][CH:82]([F:84])[F:83])[CH:69]=[C:68]([C:86]3[CH:94]=[CH:93][C:89]4[O:90][CH2:91][O:92][C:88]=4[CH:87]=3)[CH:67]=2)[C:54]=1[CH2:95][CH2:96][C:97]([O:99]CC)=[O:98])C.[OH-].[Na+]>C1COCC1.CCO>[O:90]1[C:89]2[CH:93]=[CH:94][C:86]([C:68]3[CH:67]=[C:66]([CH:71]=[C:70]([C:72](=[O:85])[NH:73][CH2:74][C:75]4[CH:80]=[CH:79][CH:78]=[CH:77][C:76]=4[O:81][CH:82]([F:83])[F:84])[CH:69]=3)[O:65][CH2:64][CH2:63][CH2:62][CH2:61][CH2:60][CH2:59][C:55]3[C:54]([CH2:95][CH2:96][C:97]([OH:99])=[O:98])=[C:53]([CH:58]=[CH:57][CH:56]=3)[O:52][CH2:51][CH2:50][CH2:49][C:48]([OH:102])=[O:47])=[CH:87][C:88]=2[O:92][CH2:91]1 |f:2.3|. Reported procedure: The title compound was prepared by the same method as 4-{2-(2-carboxy-ethyl)-3-[6-(5-dimethylcarbamoyl-3′,4′-difluoro-biphenyl-3-yloxy)-hexyl]-phenoxy}-butyric acid starting from 4-[3-{6-[3-benzo[1,3]dioxol-5-yl-5-(2-difluoromethoxy-benzylcarbamoyl)-phenoxy]-hexyl}-2-(2-ethoxycarbonyl-ethyl)-phenoxy]-butyric acid ethyl ester (167 mg, 0.2 mmol) and 1.0 N aqueous NaOH (5 mL) in THF (5 mL) and EtOH (5 mL) to afford 4-[3-{6-[3-benzo[1,3]dioxol-5-yl-5-(2-difluoromethoxy-benzyl carbamoyl)-phenoxy]-hex... The reactants are CSc1ncc2c(n1)N1CCCC1CN(Cc1ccc(C#N)cc1)C2=O, O=C([O-])O, C1CCOC1, CCN, ClCCl, [Na+], O=C(OO)c1cccc(Cl)c1. Product: CCNc1ncc2c(n1)N1CCCC1CN(Cc1ccc(C#N)cc1)C2=O. Reaction SMILES: [C:1](#[N:2])[c:3]1[cH:4][cH:5][c:6]([CH2:7][N:8]2[C:9](=[O:24])[c:10]3[c:11]([n:18][c:19]([S:22][CH3:23])[n:20][cH:21]3)[N:12]3[CH2:13][CH2:14][CH2:15][CH:16]3[CH2:17]2)[cH:25][cH:26]1.[C:38](=[O:39])([OH:40])[O-:41].[CH2:46]1[O:47][CH2:48][CH2:49][CH2:50]1.[CH3:43][CH2:44][NH2:45].[Cl:51][CH2:52][Cl:53].[Na+:42].[OH:27][O:28][C:29]([c:30]1[cH:31][c:32]([Cl:33])[cH:34][cH:35][cH:36]1)=[O:37]>>[C:1](#[N:2])[c:3]1[cH:4][cH:5][c:6]([CH2:7][N:8]2[C:9](=[O:24])[c:10]3[c:11]([n:18][c:19]([NH:45][CH2:44][CH3:43])[n:20][cH:21]3)[N:12]3[CH2:13][CH2:14][CH2:15][CH:16]3[CH2:17]2)[cH:25][cH:26]1. Reactants: C(C)(C)OC1=NC(=CC2=CC(=CC=C12)C(=O)O)NC1=NNC(=C1)C (1-Isopropoxy-3-(5-methyl-1H-pyrazol-3-ylamino)-isoquinoline-6-carboxylic acid), C1(CCCCC1)NC (Cyclohexyl-methyl-amine). Yields the product C1(CCCCC1)N(C(=O)C=1C=C2C=C(N=C(C2=CC1)OC(C)C)NC1=NNC(=C1)C)C (1-Isopropoxy-3-(5-methyl-1H-pyrazol-3-ylamino)-isoquinoline-6-carboxylic acid cyclohexyl-methyl-amide). As a reaction SMILES: [CH:1]([O:4][C:5]1[C:14]2[C:9](=[CH:10][C:11]([C:15](O)=[O:16])=[CH:12][CH:13]=2)[CH:8]=[C:7]([NH:18][C:19]2[CH:23]=[C:22]([CH3:24])[NH:21][N:20]=2)[N:6]=1)([CH3:3])[CH3:2].[CH:25]1([NH:31][CH3:32])[CH2:30][CH2:29][CH2:28][CH2:27][CH2:26]1>>[CH:25]1([N:31]([CH3:32])[C:15]([C:11]2[CH:10]=[C:9]3[C:14](=[CH:13][CH:12]=2)[C:5]([O:4][CH:1]([CH3:2])[CH3:3])=[N:6][C:7]([NH:18][C:19]2[CH:23]=[C:22]([CH3:24])[NH:21][N:20]=2)=[CH:8]3)=[O:16])[CH2:30][CH2:29][CH2:28][CH2:27][CH2:26]1. Procedure: Similar procedure as described in example 384 was used, starting from 1-Isopropoxy-3-(5-methyl-1H-pyrazol-3-ylamino)-isoquinoline-6-carboxylic acid and Cyclohexyl-methyl-amine to give 1-Isopropoxy-3-(5-methyl-1H-pyrazol-3-ylamino)-isoquinoline-6-carboxylic acid cyclohexyl-methyl-amide. LC-MS: m/e 422 (MH+). Starting materials: CC(=O)O, C1CNC1, COC(=O)c1cnc(Oc2cc(C(=O)Nc3ccn(C)n3)cc3c2CC(C)(C)O3)cn1. Yields the product Cn1ccc(NC(=O)c2cc(Oc3cnc(C(=O)N4CCC4)cn3)c3c(c2)OC(C)(C)C3)n1. RXN SMILES: [C:36]([OH:37])(=[O:38])[CH3:39].[CH2:32]1[CH2:33][NH:34][CH2:35]1.[CH3:1][O:2][C:3](=[O:4])[c:5]1[n:6][cH:7][c:8]([O:11][c:12]2[cH:13][c:14]([C:23]([NH:24][c:25]3[n:26][n:27]([CH3:30])[cH:28][cH:29]3)=[O:31])[cH:15][c:16]3[c:17]2[CH2:18][C:19]([CH3:21])([CH3:22])[O:20]3)[n:9][cH:10]1>>[C:3](=[O:4])([c:5]1[n:6][cH:7][c:8]([O:11][c:12]2[cH:13][c:14]([C:23]([NH:24][c:25]3[n:26][n:27]([CH3:30])[cH:28][cH:29]3)=[O:31])[cH:15][c:16]3[c:17]2[CH2:18][C:19]([CH3:21])([CH3:22])[O:20]3)[n:9][cH:10]1)[N:34]1[CH2:33][CH2:32][CH2:35]1. The reactants are ClCCCC1N(C(CC1)C1=CC=C(C=C1)F)S(=O)(=O)C1=CC=C(C=C1)C ((2RS,5RS)-2-(3-chloro-propyl)-5-(4-fluoro-phenyl)-1-(toluene-4-sulfonyl)-pyrrolidine), N1C=NC=C1 (1H-imidazole). Yields the product FC1=CC=C(C=C1)C1CCC(N1S(=O)(=O)C1=CC=C(C=C1)C)CCCN1C=NC=C1 ((2RS,5RS)-1-{3-[5-(4-Fluoro-phenyl)-1-(toluene-4-sulfonyl)-pyrrolidin-2-yl]-propyl}-1H-imidazole). RXN SMILES: Cl[CH2:2][CH2:3][CH2:4][CH:5]1[CH2:9][CH2:8][CH:7]([C:10]2[CH:15]=[CH:14][C:13]([F:16])=[CH:12][CH:11]=2)[N:6]1[S:17]([C:20]1[CH:25]=[CH:24][C:23]([CH3:26])=[CH:22][CH:21]=1)(=[O:19])=[O:18].[NH:27]1[CH:31]=[CH:30][N:29]=[CH:28]1>>[F:16][C:13]1[CH:14]=[CH:15][C:10]([CH:7]2[N:6]([S:17]([C:20]3[CH:25]=[CH:24][C:23]([CH3:26])=[CH:22][CH:21]=3)(=[O:19])=[O:18])[CH:5]([CH2:4][CH2:3][CH2:2][N:27]3[CH:31]=[CH:30][N:29]=[CH:28]3)[CH2:9][CH2:8]2)=[CH:11][CH:12]=1. Procedure: The title compound, colorless oil, MS: m/e=428.5 (M+H+), was prepared in accordance with the general method of example 82b from (2RS,5RS)-2-(3-chloro-propyl)-5-(4-fluoro-phenyl)-1-(toluene-4-sulfonyl)-pyrrolidine and 1H-imidazole.